This data is from the Open Reaction Database (ORD), a public repository of structured organic reaction records. The task is: describe an organic reaction: reactants, conditions, products, and yield Starting materials: ClC1=NN=C(C2=CC=C(C=C12)OC)C1CC1 (1-chloro-4-cyclopropyl-7-methoxyphthalazine), NC1CCN(CC1)CC1=CC2=CC=CC=C2C=C1 (4-amino-1-(naphthalen-2-ylmethyl)piperidine). The product is C1(CC1)C1=NN=C(C2=CC(=CC=C12)OC)NC1CCN(CC1)CC1=CC2=CC=CC=C2C=C1 (4-Cyclopropyl-7-methoxy-N-[1-(naphthalen-2-ylmethyl)piperidin-4-yl]phthalazin-1-amine). Reaction SMILES: Cl[C:2]1[C:11]2[C:6](=[CH:7][CH:8]=[C:9]([O:12][CH3:13])[CH:10]=2)[C:5]([CH:14]2[CH2:16][CH2:15]2)=[N:4][N:3]=1.[NH2:17][CH:18]1[CH2:23][CH2:22][N:21]([CH2:24][C:25]2[CH:34]=[CH:33][C:32]3[C:27](=[CH:28][CH:29]=[CH:30][CH:31]=3)[CH:26]=2)[CH2:20][CH2:19]1>>[CH:14]1([C:5]2[C:6]3[C:11](=[CH:10][C:9]([O:12][CH3:13])=[CH:8][CH:7]=3)[C:2]([NH:17][CH:18]3[CH2:19][CH2:20][N:21]([CH2:24][C:25]4[CH:34]=[CH:33][C:32]5[C:27](=[CH:28][CH:29]=[CH:30][CH:31]=5)[CH:26]=4)[CH2:22][CH2:23]3)=[N:3][N:4]=2)[CH2:16][CH2:15]1. Procedure: This compound is obtained according to the procedure described in 1.4. by reacting 1-chloro-4-cyclopropyl-7-methoxyphthalazine with 4-amino-1-(naphthalen-2-ylmethyl)piperidine. Reactants: CC(=O)[O-], CC(=O)[O-], CC(=O)[O-], C1CCOC1, CC(=O)O, [Cl-], O=C(O)c1ccc(Cl)nc1, [Mn+3], O, O, Cc1ccccc1[Mg+]. The product is Cc1ccccc1-c1cc(Cl)ncc1C(=O)O. Reaction SMILES: [C:31]([O-:32])(=[O:33])[CH3:34].[C:36]([O-:37])(=[O:38])[CH3:39].[C:40]([O-:41])(=[O:42])[CH3:43].[CH2:24]1[O:25][CH2:26][CH2:27][CH2:28]1.[CH3:20][C:21](=[O:22])[OH:23].[Cl-:11].[Cl:1][c:2]1[n:3][cH:4][c:5]([C:6](=[O:7])[OH:8])[cH:9][cH:10]1.[Mn+3:35].[OH2:29].[OH2:30].[c:12]1([CH3:19])[c:13]([Mg+:18])[cH:14][cH:15][cH:16][cH:17]1>>[Cl:1][c:2]1[n:3][cH:4][c:5]([C:6](=[O:7])[OH:8])[c:9](-[c:13]2[c:12]([CH3:19])[cH:17][cH:16][cH:15][cH:14]2)[cH:10]1. The reactants are CSC(Oc1cc(C)c2ncc(C#C[Si](C)(C)C)cc2c1)C(=O)NC(C)(C#N)CF, O=C([O-])[O-], CO, [K+], [K+], [Na+], O=C([O-])O. Product: C#Cc1cnc2c(C)cc(OC(SC)C(=O)NC(C)(C#N)CF)cc2c1. RXN SMILES: [C:1](#[N:2])[C:3]([CH2:4][F:5])([CH3:6])[NH:7][C:8]([CH:9]([O:10][c:11]1[cH:12][c:13]2[cH:14][c:15]([C:22]#[C:23][Si:24]([CH3:25])([CH3:26])[CH3:27])[cH:16][n:17][c:18]2[c:19]([CH3:21])[cH:20]1)[S:28][CH3:29])=[O:30].[C:31](=[O:32])([O-:33])[O-:34].[CH3:42][OH:43].[K+:35].[K+:36].[Na+:37].[OH:38][C:39](=[O:40])[O-:41]>>[C:1](#[N:2])[C:3]([CH2:4][F:5])([CH3:6])[NH:7][C:8]([CH:9]([O:10][c:11]1[cH:12][c:13]2[cH:14][c:15]([C:22]#[CH:23])[cH:16][n:17][c:18]2[c:19]([CH3:21])[cH:20]1)[S:28][CH3:29])=[O:30]. Reactants: ClC1=C(N=CC(=N1)N[C@H]1[C@H](CCCC1)NC(OC(C)(C)C)=O)C#N (tert-butyl (1S,2R)-2-(6-chloro-5-cyanopyrazin-2-ylamino)cyclohexylcarbamate), NC1=CC=C(C#N)C=C1 (4-aminobenzonitrile), C(=O)([O-])[O-].[K+].[K+] (K2CO3), C=1C=CC(=CC1)P(C=2C=CC=CC2)C3=CC=C4C=CC=CC4=C3C5=C6C=CC=CC6=CC=C5P(C=7C=CC=CC7)C=8C=CC=CC8 (BINAP). Reagents/catalysts: CC(=O)[O-].CC(=O)[O-].[Pd+2] (Pd(OAc)2). The solvent is O1CCOCC1 (dioxane). Conditions: time 20 hour. The product is C(#N)C=1N=CC(=NC1NC1=CC=C(C=C1)C#N)N[C@H]1[C@H](CCCC1)NC(OC(C)(C)C)=O (tert-butyl (1S,2R)-2-(5-cyano-6-(4-cyanophenylamino)pyrazin-2-ylamino)cyclohexylcarbamate). The yield is 149.6%. As a reaction SMILES: Cl[C:2]1[N:7]=[C:6]([NH:8][C@@H:9]2[CH2:14][CH2:13][CH2:12][CH2:11][C@@H:10]2[NH:15][C:16](=[O:22])[O:17][C:18]([CH3:21])([CH3:20])[CH3:19])[CH:5]=[N:4][C:3]=1[C:23]#[N:24].[NH2:25][C:26]1[CH:33]=[CH:32][C:29]([C:30]#[N:31])=[CH:28][CH:27]=1.C([O-])([O-])=O.[K+].[K+].C1C=CC(P(C2C(C3C(P(C4C=CC=CC=4)C4C=CC=CC=4)=CC=C4C=3C=CC=C4)=C3C(C=CC=C3)=CC=2)C2C=CC=CC=2)=CC=1>O1CCOCC1.CC([O-])=O.CC([O-])=O.[Pd+2]>[C:23]([C:3]1[N:4]=[CH:5][C:6]([NH:8][C@@H:9]2[CH2:14][CH2:13][CH2:12][CH2:11][C@@H:10]2[NH:15][C:16](=[O:22])[O:17][C:18]([CH3:21])([CH3:20])[CH3:19])=[N:7][C:2]=1[NH:25][C:26]1[CH:33]=[CH:32][C:29]([C:30]#[N:31])=[CH:28][CH:27]=1)#[N:24] |f:2.3.4,7.8.9|. Reported procedure: A mixture of tert-butyl (1S,2R)-2-(6-chloro-5-cyanopyrazin-2-ylamino)cyclohexylcarbamate (90 mg, 0.256 mmol), 4-aminobenzonitrile (42 mg, 0.355 mmol), K2CO3 (100 mg, 0.724 mmol), BINAP (30 mg, 0.048 mmol) and Pd(OAc)2 (15 mg, 0.066 mmol) in dioxane (2 mL) was degassed with Ar, then was stirred at 110 C for 20 h. Water and EtOAc were added. Organic phase was separated, dried over Na2SO4, concentrated in vacuo to give a crude tert-butyl (1S,2R)-2-(5-cyano-6-(4-cyanophenylamino)pyrazin-2-ylamino)cy... The reactants are CCC(CC)(c1ccc(C#CC2(O)CCSCC2)c(C)c1)c1ccc(-c2cncc(CC(=O)O)c2)c(C)c1, CCO, O=C[O-], [NH4+]. Yields the product CCC(CC)(c1ccc(CCC2(O)CCSCC2)c(C)c1)c1ccc(-c2cncc(CC(=O)O)c2)c(C)c1. RXN SMILES: [CH2:5]([CH3:6])[C:7]([CH2:8][CH3:9])([c:10]1[cH:11][c:12]([CH3:25])[c:13]([C:16]#[C:17][C:18]2([OH:24])[CH2:19][CH2:20][S:21][CH2:22][CH2:23]2)[cH:14][cH:15]1)[c:26]1[cH:27][c:28]([CH3:42])[c:29](-[c:32]2[cH:33][c:34]([CH2:38][C:39](=[O:40])[OH:41])[cH:35][n:36][cH:37]2)[cH:30][cH:31]1.[CH3:43][CH2:44][OH:45].[CH:1]([O-:2])=[O:3].[NH4+:4]>>[CH2:5]([CH3:6])[C:7]([CH2:8][CH3:9])([c:10]1[cH:11][c:12]([CH3:25])[c:13]([CH2:16][CH2:17][C:18]2([OH:24])[CH2:19][CH2:20][S:21][CH2:22][CH2:23]2)[cH:14][cH:15]1)[c:26]1[cH:27][c:28]([CH3:42])[c:29](-[c:32]2[cH:33][c:34]([CH2:38][C:39](=[O:40])[OH:41])[cH:35][n:36][cH:37]2)[cH:30][cH:31]1. The reactants are O (water), C1(=CC=CC=C1)[Mg]Cl (phenylmagnesium chloride), BrC1=C(C=C(C=C1)Cl)C (2-bromo-5-chlorotoluene), Pd(dppf) Cl2. The solvent is C1CCOC1 (THF). Yields the product ClC1=CC(=C(C=C1)C1=CC=CC=C1)C (4-chloro-2-methylbiphenyl). Yield: 89.0%. As a reaction SMILES: [C:1]1([Mg]Cl)[CH:6]=[CH:5][CH:4]=[CH:3][CH:2]=1.Br[C:10]1[CH:15]=[CH:14][C:13]([Cl:16])=[CH:12][C:11]=1[CH3:17].O>C1COCC1>[Cl:16][C:13]1[CH:14]=[CH:15][C:10]([C:1]2[CH:6]=[CH:5][CH:4]=[CH:3][CH:2]=2)=[C:11]([CH3:17])[CH:12]=1. Reported procedure: 1.03 mol of a phenylmagnesium chloride solution (26% by weight in THF) are added dropwise in the course of 60 minutes to a boiling solution of 1.0 mol of 2-bromo-5-chlorotoluene and 0.2 g of Pd(dppf) Cl2 *CH2Cl2 in 200 ml of THF. After stirring under reflux for eight hours (conversion >97%), the mixture is hydrolyzed with water. After purification by distillation, 4-chloro-2-methylbiphenyl is obtained as a colorless liquid in a yield of 89%. Starting materials: CC(C)(C)OC(=O)N1C(=O)C2CC1CCC2NC(=O)OCc1ccccc1, CO. The product is CC(C)(C)OC(=O)N1C(=O)C2CC1CCC2N. RXN SMILES: [C:1]([CH3:2])([CH3:3])([CH3:4])[O:5][C:6](=[O:7])[N:8]1[CH:9]2[CH2:10][CH2:11][CH:12]([NH:17][C:18]([O:19][CH2:20][c:21]3[cH:22][cH:23][cH:24][cH:25][cH:26]3)=[O:27])[CH:13]([C:14]1=[O:15])[CH2:16]2.[CH3:28][OH:29]>>[C:1]([CH3:2])([CH3:3])([CH3:4])[O:5][C:6](=[O:7])[N:8]1[CH:9]2[CH2:10][CH2:11][CH:12]([NH2:17])[CH:13]([C:14]1=[O:15])[CH2:16]2. Starting materials: BrC=1C(=NC=CC1)OC1CN(C1)C1=NC2=CC=CC=C2C=C1 (2-(3-((3-bromopyridin-2-yl)oxy)azetidin-1-yl)quinoline), N1CCC(CC1)C#N (piperidine-4-carbonitrile), C1(=CC=CC=C1)P(C1=C(C2=CC=CC=C2C=C1)C1=C(C=CC2=CC=CC=C12)P(C1=CC=CC=C1)C1=CC=CC=C1)C1=CC=CC=C1 (2,2′-Bis(diphenylphosphino)-1,1′-binaphthyl), C(C)(C)(C)O[Na] (t-BuONa). The reagents and catalysts are C=1C=CC(=CC1)/C=C/C(=O)/C=C/C2=CC=CC=C2.C=1C=CC(=CC1)/C=C/C(=O)/C=C/C2=CC=CC=C2.C=1C=CC(=CC1)/C=C/C(=O)/C=C/C2=CC=CC=C2.[Pd].[Pd] (Pd2(dba)3). The solvent is C1(=CC=CC=C1)C (toluene). Conditions: temperature 100 celsius, time 10 hour. The product is N1=C(C=CC2=CC=CC=C12)N1CC(C1)OC1=NC=CC=C1N1CCC(CC1)C#N (1-(2-((1-(quinolin-2-yl)azetidin-3-yl)oxy)pyridin-3-yl)piperidine-4-carbonitrile). Yield: 40.0%. As a reaction SMILES: Br[C:2]1[C:3]([O:8][CH:9]2[CH2:12][N:11]([C:13]3[CH:22]=[CH:21][C:20]4[C:15](=[CH:16][CH:17]=[CH:18][CH:19]=4)[N:14]=3)[CH2:10]2)=[N:4][CH:5]=[CH:6][CH:7]=1.[NH:23]1[CH2:28][CH2:27][CH:26]([C:29]#[N:30])[CH2:25][CH2:24]1.C1(P(C2C=CC=CC=2)C2C=CC3C(=CC=CC=3)C=2C2C3C(=CC=CC=3)C=CC=2P(C2C=CC=CC=2)C2C=CC=CC=2)C=CC=CC=1.C(O[Na])(C)(C)C>C1(C)C=CC=CC=1.C1C=CC(/C=C/C(/C=C/C2C=CC=CC=2)=O)=CC=1.C1C=CC(/C=C/C(/C=C/C2C=CC=CC=2)=O)=CC=1.C1C=CC(/C=C/C(/C=C/C2C=CC=CC=2)=O)=CC=1.[Pd].[Pd]>[N:14]1[C:15]2[C:20](=[CH:19][CH:18]=[CH:17][CH:16]=2)[CH:21]=[CH:22][C:13]=1[N:11]1[CH2:12][CH:9]([O:8][C:3]2[C:2]([N:23]3[CH2:28][CH2:27][CH:26]([C:29]#[N:30])[CH2:25][CH2:24]3)=[CH:7][CH:6]=[CH:5][N:4]=2)[CH2:10]1 |f:5.6.7.8.9|. Procedure: A mixture of 2-(3-((3-bromopyridin-2-yl)oxy)azetidin-1-yl)quinoline (see PREPARATION P2.9; 177 mg, 0.50 mmol), piperidine-4-carbonitrile (55 mg, 0.50 mmol), Pd2(dba)3 (22 mg, 0.025 mmol), 2,2′-Bis(diphenylphosphino)-1,1′-binaphthyl (BINAP) (16 mg, 0.025 mmol) and t-BuONa (106 mg, 1.0 mmol) in toluene (10 mL) was stirred at 100° C. for 10 hours. The mixture was left to reach RT and filtered through a pad of CELITE® and the filter cake was washed with CH2Cl2 (30 mL). The combined filtrate was evap...